From a dataset of the Open Reaction Database (ORD), a public repository of structured organic reaction records. describe an organic reaction: reactants, conditions, products, and yield Starting materials: [O-]S(=O)(=O)[O-].[Mg+2] (MgSO4), CCOCC (ether), quinone, CC(=CCC#CC)CCCC(CCCC(CCCC(C)C)C)C (6.10.14.18-tetramethyl-5-nonadecen-2-yne), C(\C=C(/C)\CCC[C@H](C)CCC[C@H](C)CCCC(C)C)Br (phytyl bromide). The reagents and catalysts are [Ag-]=O (silver (I) oxide), C(=O)=[Cr](=C(C1=CC=CC=C1)OC)(=C=O)(=C=O)(=C=O)=C=O (pentacarbonyl[methoxy(phenyl)carbene]chromium). Solvent: C(CCC)OCCCC (dibutyl ether). The product is CC1=C(C(=O)C2=CC=CC=C2C1=O)C/C=C(\C)/CCCC(C)CCCC(C)CCCC(C)C (vitamin K1(20)). The yield is 56.0%. RXN SMILES: [CH3:1][C:2]([CH2:8][CH2:9][CH2:10][CH:11]([CH3:23])[CH2:12][CH2:13][CH2:14][CH:15]([CH3:22])[CH2:16][CH2:17][CH2:18][CH:19]([CH3:21])[CH3:20])=[CH:3][CH2:4][C:5]#[C:6][CH3:7].[CH2:24](Br)/[CH:25]=[C:26](/[CH2:28][CH2:29][CH2:30][C@@H](CCC[C@@H](CCCC(C)C)C)C)\C.CC[O:47][CH2:48][CH3:49].[O-:50]S([O-])(=O)=O.[Mg+2]>C(OCCCC)CCC.C(=[Cr](=C=O)(=C=O)(=C=O)(=C=O)=C(OC)C1C=CC=CC=1)=O.[Ag-]=O>[CH3:7][C:6]1[C:48](=[O:47])[C:49]2[C:25](=[CH:26][CH:28]=[CH:29][CH:30]=2)[C:24](=[O:50])[C:5]=1[CH2:4]/[CH:3]=[C:2](/[CH2:8][CH2:9][CH2:10][CH:11]([CH2:12][CH2:13][CH2:14][CH:15]([CH2:16][CH2:17][CH2:18][CH:19]([CH3:21])[CH3:20])[CH3:22])[CH3:23])\[CH3:1] |f:3.4|. Procedure details: A solution of 1 mmol of pentacarbonyl[methoxy(phenyl)carbene]chromium and 1,1 mmol of 6.10.14.18-tetramethyl-5-nonadecen-2-yne from phytyl bromide (isomer ratio E/Z=90/10) in 5 ml of dibutyl ether is heated to 55° C. under nitrogen for 1 hour. After the removal of the solvent, the 1-naphthol-tricarbonyl-chromium complex can be isolated (yield 95%) by chromatography on silica gel at -30° C. with methylene chloride/pentane (2/1), or directly oxidised to the quinone after addition of 10 ml of ether... Starting materials: O=C([O-])O, CC(C)CC(C(=O)NC(C(=O)N(C)C(C)C(=O)NC(C)C(=O)OCc1ccccc1)C(C)C)N(C)C(=O)OC(C)(C)C, ClCCl, [Na+], O=C(O)C(F)(F)F. Product: CNC(CC(C)C)C(=O)NC(C(=O)N(C)C(C)C(=O)NC(C)C(=O)OCc1ccccc1)C(C)C. Reaction SMILES: [C:50](=[O:51])([OH:52])[O-:53].[CH2:1]([c:2]1[cH:3][cH:4][cH:5][cH:6][cH:7]1)[O:8][C:9]([CH:10]([NH:11][C:12]([CH:13]([N:14]([CH3:15])[C:16]([CH:17]([NH:18][C:19]([CH:20]([N:21]([CH3:22])[C:23]([O:24][C:25]([CH3:26])([CH3:27])[CH3:28])=[O:29])[CH2:30][CH:31]([CH3:32])[CH3:33])=[O:34])[CH:35]([CH3:36])[CH3:37])=[O:38])[CH3:39])=[O:40])[CH3:41])=[O:42].[Cl:55][CH2:56][Cl:57].[Na+:54].[OH:43][C:44]([C:45]([F:46])([F:47])[F:48])=[O:49]>>[CH2:1]([c:2]1[cH:3][cH:4][cH:5][cH:6][cH:7]1)[O:8][C:9]([CH:10]([NH:11][C:12]([CH:13]([N:14]([CH3:15])[C:16]([CH:17]([NH:18][C:19]([CH:20]([NH:21][CH3:22])[CH2:30][CH:31]([CH3:32])[CH3:33])=[O:34])[CH:35]([CH3:36])[CH3:37])=[O:38])[CH3:39])=[O:40])[CH3:41])=[O:42]. The reactants are OC1=CC(=CC2=C1C=C(O2)C)C(=O)OCC (ethyl 4-hydroxy-2-methyl-1-benzofuran-6-carboxylate), C(C1=CC=CC=C1)(C1=CC=CC=C1)N1CC(C1)OS(=O)(=O)C (methanesulfonic acid 1-benzhydryl-azetidin-3-yl ester), C(=O)([O-])[O-].[Cs+].[Cs+] (Cs2CO3). Solvent: CN(C)C=O (DMF), CCOC(=O)C (EtOAc). Reaction conditions: temperature 100 celsius, time 4 hour. The product is C1(=CC=CC=C1)C(N1CC(C1)OC1=CC(=CC2=C1C=C(O2)C)C(=O)OCC)C2=CC=CC=C2 (Ethyl 4-{[1-(diphenylmethyl)azetidin-3-yl]oxy}-2-methyl-1-benzofuran-6-carboxylate). The yield is 63.1%. As a reaction SMILES: [OH:1][C:2]1[C:7]2[CH:8]=[C:9]([CH3:11])[O:10][C:6]=2[CH:5]=[C:4]([C:12]([O:14][CH2:15][CH3:16])=[O:13])[CH:3]=1.[CH:17]([N:30]1[CH2:33][CH:32](OS(C)(=O)=O)[CH2:31]1)([C:24]1[CH:29]=[CH:28][CH:27]=[CH:26][CH:25]=1)[C:18]1[CH:23]=[CH:22][CH:21]=[CH:20][CH:19]=1.C([O-])([O-])=O.[Cs+].[Cs+]>CN(C=O)C.CCOC(C)=O>[C:18]1([CH:17]([C:24]2[CH:29]=[CH:28][CH:27]=[CH:26][CH:25]=2)[N:30]2[CH2:33][CH:32]([O:1][C:2]3[C:7]4[CH:8]=[C:9]([CH3:11])[O:10][C:6]=4[CH:5]=[C:4]([C:12]([O:14][CH2:15][CH3:16])=[O:13])[CH:3]=3)[CH2:31]2)[CH:19]=[CH:20][CH:21]=[CH:22][CH:23]=1 |f:2.3.4|. Procedure: A mixture of ethyl 4-hydroxy-2-methyl-1-benzofuran-6-carboxylate (252c) (1.70 g, 7.72 mmol), 1-(diphenylmethyl)azetidin-3-yl methanesulfonate (193a) (2.95 g, 9.29 mmol) and Cs2CO3 (6.29 g, 19.3 mmol) in DMF (10 mL) was stirred for 4 hours at 100° C. The reaction was cooled to room temperature, diluted with EtOAc and washed with water and brine, dried over MgSO4, and concentrated under reduced pressure. The product was purified via gradient silica gel chromatography using EtOAc/Hexanes (10/90 to ... Reactants: IC=1C=C(C=CC1)CC#N ((3-iodophenyl)acetonitrile), [OH-].[Na+] (sodium hydroxide), [N+](=O)([O-])C1=CC=C(C=C1)C1(OCCO1)C=1SC=CC1 (2-(4-nitro-phenyl)-2-thiophen-2-yl-[1,3]dioxolane). Solvent: CO (methanol). Yields the product IC=1C=C(C=CC1)C1=C2C(=NO1)C=CC(=C2)C2(OCCO2)C=2SC=CC2 (3-(3-iodo-phenyl)-5-(2-thiophen-2-yl-[1,3]dioxolan-2-yl)-benzo[c]isoxazole). Reaction SMILES: [N+:1]([C:4]1[CH:9]=[CH:8][C:7]([C:10]2([C:15]3[S:16][CH:17]=[CH:18][CH:19]=3)[O:14][CH2:13][CH2:12][O:11]2)=[CH:6][CH:5]=1)([O-:3])=O.[I:20][C:21]1[CH:22]=[C:23]([CH2:27]C#N)[CH:24]=[CH:25][CH:26]=1.[OH-].[Na+]>CO>[I:20][C:21]1[CH:22]=[C:23]([C:27]2[O:3][N:1]=[C:4]3[CH:9]=[CH:8][C:7]([C:10]4([C:15]5[S:16][CH:17]=[CH:18][CH:19]=5)[O:14][CH2:13][CH2:12][O:11]4)=[CH:6][C:5]=23)[CH:24]=[CH:25][CH:26]=1 |f:2.3|. Procedure details: If one were to take 10 mmole of the dioxolane from Step A and treat it with 1.5 equivalents of (3-iodophenyl)acetonitrile and 5 equivalents of sodium hydroxide in anhydrous methanol and then refluxed the resulting reaction mixture for 2-3 hours, one would obtain after aqueous work-up the resulting 3-(3-iodo-phenyl)-5-(2-thiophen-2-yl-[1,3]dioxolan-2-yl)-benzo[c]isoxazole (3). Reactants: CC(C)(C)c1ccc(C(=O)c2ccc(C(C)(C)C)cc2)cc1, CN(C)CCN(C)C, CCCCCC, CCOC(C)=O, C=Cn1ccnc1, [Li]CCCC. The product is C=Cn1ccnc1C(O)(c1ccc(C(C)(C)C)cc1)c1ccc(C(C)(C)C)cc1. Reaction SMILES: [C:1]([CH3:2])([CH3:3])([CH3:4])[c:5]1[cH:6][cH:7][c:8]([C:9](=[O:10])[c:11]2[cH:12][cH:13][c:14]([C:17]([CH3:18])([CH3:19])[CH3:20])[cH:15][cH:16]2)[cH:21][cH:22]1.[CH3:35][N:36]([CH3:37])[CH2:38][CH2:39][N:40]([CH3:41])[CH3:42].[CH3:43][CH2:44][CH2:45][CH2:46][CH2:47][CH3:48].[CH3:49][CH2:50][O:51][C:52](=[O:53])[CH3:54].[CH:28](=[CH2:29])[n:30]1[cH:31][n:32][cH:33][cH:34]1.[Li:23][CH2:24][CH2:25][CH2:26][CH3:27]>>[C:1]([CH3:2])([CH3:3])([CH3:4])[c:5]1[cH:6][cH:7][c:8]([C:9]([OH:10])([c:11]2[cH:12][cH:13][c:14]([C:17]([CH3:18])([CH3:19])[CH3:20])[cH:15][cH:16]2)[c:31]2[n:30]([CH:28]=[CH2:29])[cH:34][cH:33][n:32]2)[cH:21][cH:22]1. Starting materials: N1C=CC2=C1C(NCCC2=O)=O (6,7-dihydropyrrolo[2,3-c]azepin-4,8(1H, 5H)dione), [Cl-].[NH4+] (ammonium chloride), C[Si](C)(C)CCOCCl (trimethylsilylethoxymethyl chloride), [H-].[Na+] (sodium hydride). Solvent: CN(C=O)C (dimethylformamide). Reaction conditions: time 1 hour. Product: C[Si](C)(C)CCOCN1C=CC2=C1C(N(CCC2=O)COCC[Si](C)(C)C)=O (1,7-di(trimethylsilylethoxymethyl)-6,7-dihydropyrrolo[2,3-c]azepin-4,8(1H, 5H)dione). Yield: 48.0%. RXN SMILES: [NH:1]1[C:5]2[C:6](=[O:12])[NH:7][CH2:8][CH2:9][C:10](=[O:11])[C:4]=2[CH:3]=[CH:2]1.[H-].[Na+].[CH3:15][Si:16]([CH2:19][CH2:20][O:21][CH2:22]Cl)([CH3:18])[CH3:17].[Cl-].[NH4+]>CN(C)C=O>[CH3:15][Si:16]([CH2:19][CH2:20][O:21][CH2:22][N:1]1[C:5]2[C:6](=[O:12])[N:7]([CH2:22][O:21][CH2:20][CH2:19][Si:16]([CH3:18])([CH3:17])[CH3:15])[CH2:8][CH2:9][C:10](=[O:11])[C:4]=2[CH:3]=[CH:2]1)([CH3:18])[CH3:17] |f:1.2,4.5|. Procedure: A 500 mg amount of the 6,7-dihydropyrrolo[2,3-c]azepin-4,8(1H, 5H)dione (aldisin) described in the reference (Prager, R. et al: Aust. J. Chem., 43, p. 355-365 (1990)) was added to a 20 ml dimethylformamide suspension of 252 mg of sodium hydride (60% oil). The mixture was stirred at room temperature for 1 hour. A 1.12 ml amount of trimethylsilylethoxymethyl chloride was added under ice cooling, the mixture was stirred at room temperature for 3 hours, then a saturated aqueous solution of ammonium ... Reactants: CS(=O)(=O)C1=NC=CC(=N1)N1C=NC2=C1C=CC=C2 (2-Methanesulfonyl-4-[benzimidazol-1-yl]pyrimidine), IC=1C=C(CN)C=CC1 (3-iodobenzylamine). The product is IC=1C=C(CNC2=NC=CC(=N2)N2C=NC3=C2C=CC=C3)C=CC1 (2-[3-Iodobenzylamino]-4-[benzimidazol-1-yl]pyrimidine). RXN SMILES: CS([C:5]1[N:10]=[C:9]([N:11]2[C:15]3[CH:16]=[CH:17][CH:18]=[CH:19][C:14]=3[N:13]=[CH:12]2)[CH:8]=[CH:7][N:6]=1)(=O)=O.[I:20][C:21]1[CH:22]=[C:23]([CH:26]=[CH:27][CH:28]=1)[CH2:24][NH2:25]>>[I:20][C:21]1[CH:22]=[C:23]([CH:26]=[CH:27][CH:28]=1)[CH2:24][NH:25][C:5]1[N:10]=[C:9]([N:11]2[C:15]3[CH:16]=[CH:17][CH:18]=[CH:19][C:14]=3[N:13]=[CH:12]2)[CH:8]=[CH:7][N:6]=1. Procedure details: 2-Methanesulfonyl-4-[benzimidazol-1-yl]pyrimidine was reacted with 3-iodobenzylamine according to the procedure described in EXAMPLE 1, Step C to afford the title compound. Mass Spectrum (ESI): m/e 428.1 (M+1). 1H NMR (500 MHz, CDCl3): δ 8.59 (s, 1H); 8.44 (d, J=4.7 Hz, 1H); 8.02 (br s, 1H); 7.86 (m, 1H); 7.79 (s, 1H); 7.65 (d, J=7.8 Hz, 1H); 7.38 (m, 3H); 7.12 (t, J=7.8 Hz, 1H), 6.87 (d, J=5.3 Hz, 1H); 5.78 (br s, 1H); 4.71 (d, J=5.9 Hz, 2H). The reactants are BrC1=CC=C(C=2SC3=CC=CC=C3C(C12)=O)O (1-bromo-4-hydroxy-thioxanthen-9-one), B.C1CCOC1 (borane THF). The solvent is O1CCCC1 (tetrahydrofuran). Reaction conditions: time 8 hour. Yields the product BrC1=CC=C(C=2SC3=CC=CC=C3CC12)O (1-Bromo-9H-thioxanthen-4-ol). Yield: 49.7%. RXN SMILES: [Br:1][C:2]1[C:15]2[C:14](=O)[C:13]3[C:8](=[CH:9][CH:10]=[CH:11][CH:12]=3)[S:7][C:6]=2[C:5]([OH:17])=[CH:4][CH:3]=1.B.C1COCC1>O1CCCC1>[Br:1][C:2]1[C:15]2[CH2:14][C:13]3[C:8](=[CH:9][CH:10]=[CH:11][CH:12]=3)[S:7][C:6]=2[C:5]([OH:17])=[CH:4][CH:3]=1 |f:1.2|. Reported procedure: To a cooled 0° C.) suspension of 1-bromo-4-hydroxy-thioxanthen-9-one (24.23 g, 78.88 mmol) in anhydrous tetrahydrofuran (40 ml) under nitrogen atmosphere, was added dropwise borane-THF complex (237 ml, 1M in THF). The cloudy mixture was allowed to warm to room temperature and was left stirring overnight. The suspension dissolved gradually as the reaction progressed giving a yellow solution. The reaction mixture was cooled (0° C.) and the excess borane was quenched with acetone. The yellow soluti... Reaction conditions: time 8 hour. The solvent is C(C)OCC (diethyl ether), C(C)OCC (diethyl ether). Yields the product OC(C)(C1=CC=C(C=C1)C(F)(F)F)C1C(C1)C#N (2-{1-Hydroxy-1-[4-(trifluoromethyl)phenyl]ethyl}cyclopropanecarbonitrile). Reported procedure: 3.0 ml (9.09 mmol) of a 3N solution of methylmagnesium bromide in diethyl ether were added to 1.45 g (6.06 mmol) of the compound from Example 122A in 25 ml of diethyl ether at RT, and the mixture was stirred at RT overnight. The reaction mixture was added to a saturated, ice-cold aqueous ammonium chloride solution, the phases were separated, the aqueous phase was extracted with dichloromethane, and the combined organic phases were dried over magnesium sulfate, filtered and concentrated. The resi... Starting materials: solution, C[Mg]Br (methylmagnesium bromide), FC(C1=CC=C(C(=O)C2C(C2)C#N)C=C1)(F)F (2-[4-(Trifluoromethyl)benzoyl]cyclopropanecarbonitrile). RXN SMILES: [CH3:1][Mg]Br.[F:4][C:5]([F:20])([F:19])[C:6]1[CH:18]=[CH:17][C:9]([C:10]([CH:12]2[CH2:14][CH:13]2[C:15]#[N:16])=[O:11])=[CH:8][CH:7]=1>C(OCC)C>[OH:11][C:10]([CH:12]1[CH2:14][CH:13]1[C:15]#[N:16])([C:9]1[CH:17]=[CH:18][C:6]([C:5]([F:19])([F:20])[F:4])=[CH:7][CH:8]=1)[CH3:1]. Starting materials: C#Cc1ccc(C(CC)(CC)c2ccc(C(=O)OC)c(C)c2)cc1C, C[Si](C)(C)[N-][Si](C)(C)C, CCC(=O)CC, [Li+]. Product: CCC(O)(C#Cc1ccc(C(CC)(CC)c2ccc(C(=O)OC)c(C)c2)cc1C)CC. Reaction SMILES: [CH3:1][O:2][C:3]([c:4]1[c:5]([CH3:24])[cH:6][c:7]([C:10]([CH2:11][CH3:12])([c:13]2[cH:14][c:15]([CH3:21])[c:16]([C:19]#[CH:20])[cH:17][cH:18]2)[CH2:22][CH3:23])[cH:8][cH:9]1)=[O:25].[CH3:26][Si:27]([CH3:28])([CH3:29])[N-:30][Si:31]([CH3:32])([CH3:33])[CH3:34].[CH3:36][CH2:37][C:38]([CH2:39][CH3:40])=[O:41].[Li+:35]>>[CH3:1][O:2][C:3]([c:4]1[c:5]([CH3:24])[cH:6][c:7]([C:10]([CH2:11][CH3:12])([c:13]2[cH:14][c:15]([CH3:21])[c:16]([C:19]#[C:20][C:38]([CH2:37][CH3:36])([CH2:39][CH3:40])[OH:41])[cH:17][cH:18]2)[CH2:22][CH3:23])[cH:8][cH:9]1)=[O:25].